This data is from the Open Reaction Database (ORD), a public repository of structured organic reaction records. The task is: describe an organic reaction: reactants, conditions, products, and yield The reactants are CCN1C=C(C(=O)C2=C1C=C(C(=C2)F)N3CCNCC3)C(=O)O (norfloxacin), BrCC(=O)C1=CC=C(C=C1)F (2-bromo-4′-fluoroaceto-phenone). Yields the product C(C)N1C=C(C(C2=CC(=C(C=C12)N1CCN(CC1)CC(=O)C1=CC=C(C=C1)F)F)=O)C(=O)O (1-Ethyl-6-fluoro-7-{4-[2-(4-fluorophenyl)-2-oxoethyl]-1-piperazinyl}-4-oxo-1,4-dihydro-3-quinolinecarboxylic acid), Example 4. The yield is 61.0%. As a reaction SMILES: [CH3:1][CH2:2][N:3]1[C:9]2[CH:10]=[C:11]([N:15]3[CH2:20][CH2:19][NH:18][CH2:17][CH2:16]3)[C:12]([F:14])=[CH:13][C:8]=2[C:6](=[O:7])[C:5]([C:21]([OH:23])=[O:22])=[CH:4]1.Br[CH2:25][C:26]([C:28]1[CH:33]=[CH:32][C:31]([F:34])=[CH:30][CH:29]=1)=[O:27]>>[CH2:2]([N:3]1[C:9]2[C:8](=[CH:13][C:12]([F:14])=[C:11]([N:15]3[CH2:20][CH2:19][N:18]([CH2:25][C:26]([C:28]4[CH:33]=[CH:32][C:31]([F:34])=[CH:30][CH:29]=4)=[O:27])[CH2:17][CH2:16]3)[CH:10]=2)[C:6](=[O:7])[C:5]([C:21]([OH:23])=[O:22])=[CH:4]1)[CH3:1]. Procedure: 1-Ethyl-6-fluoro-7-{4-[2-(4-fluorophenyl)-2-oxoethyl]-1-piperazinyl}-4-oxo-1,4-dihydro-3-quinolinecarboxylic acid was prepared from norfloxacin (0.5 g, 1.56 mmole) and 2-bromo-4′-fluoroaceto-phenone(0.40 g, 1.86 mmole) by a method similar to that described for Example 4 (61% yield). Mp: 208° C. (dec). 1H NMR (DMSO-d6) δ 1.41 (t, 3H, J=7.0), 2.73 and 3.3 (two m, 8H), 3.94 (s, 2H), 4.58 (q, 2 H. J=7.0), 7.18 (d, 1H, J=7.0), 7.36 (m, 2H), 7.90 (d, 1H, J=13.2), 8.11 (m, 2H), 8.94 (s, 1H), 15.30 (br ... The reactants are CCO, [Cl-], O=[N+]([O-])c1cnccc1Oc1ccc(Cl)cc1, [Fe], [NH4+], O. Product: Nc1cnccc1Oc1ccc(Cl)cc1. RXN SMILES: [CH3:20][CH2:21][OH:22].[Cl-:1].[Cl:3][c:4]1[cH:5][cH:6][c:7]([O:8][c:9]2[c:10]([N+:15]([O-:16])=[O:17])[cH:11][n:12][cH:13][cH:14]2)[cH:18][cH:19]1.[Fe:24].[NH4+:2].[OH2:23]>>[Cl:3][c:4]1[cH:5][cH:6][c:7]([O:8][c:9]2[c:10]([NH2:15])[cH:11][n:12][cH:13][cH:14]2)[cH:18][cH:19]1.